From a dataset of the Open Reaction Database (ORD), a public repository of structured organic reaction records. describe an organic reaction: reactants, conditions, products, and yield Reactants: C(C)OC(=O)C=1C(=C2C(=CN1)N(C=C2)CC2=CC=CC=C2)OC(C(C)(C)C)=O (1-benzyl-4-(2,2-dimethyl-propionyloxy)-1H-pyrrolo[2,3-c]pyridine-5-carboxylic acid ethyl ester), C1CC(=O)N(C1=O)Cl (NCS). Reagents/catalysts: C(=O)(C1=CC=CC=C1)OOC(=O)C1=CC=CC=C1 (BzOOBz). Solvent: C(Cl)(Cl)(Cl)Cl (carbon tetrachloride). Yields the product C(C)OC(=O)C=1C(=C2C(=CN1)N(C=C2Cl)CC2=CC=CC=C2)OC(C(C)(C)C)=O (1-Benzyl-3-chloro-4-(2,2-dimethyl-propionyloxy)-1H-pyrrolo[2,3-c]pyridine-5-carboxylic acid ethyl ester). Isolated yield 91.8%. RXN SMILES: [CH2:1]([O:3][C:4]([C:6]1[C:7]([O:22][C:23](=[O:28])[C:24]([CH3:27])([CH3:26])[CH3:25])=[C:8]2[CH:14]=[CH:13][N:12]([CH2:15][C:16]3[CH:21]=[CH:20][CH:19]=[CH:18][CH:17]=3)[C:9]2=[CH:10][N:11]=1)=[O:5])[CH3:2].C1C(=O)N([Cl:36])C(=O)C1>C(Cl)(Cl)(Cl)Cl.C(OOC(C1C=CC=CC=1)=O)(C1C=CC=CC=1)=O>[CH2:1]([O:3][C:4]([C:6]1[C:7]([O:22][C:23](=[O:28])[C:24]([CH3:27])([CH3:26])[CH3:25])=[C:8]2[C:14]([Cl:36])=[CH:13][N:12]([CH2:15][C:16]3[CH:21]=[CH:20][CH:19]=[CH:18][CH:17]=3)[C:9]2=[CH:10][N:11]=1)=[O:5])[CH3:2]. Procedure details: A mixture of 1-benzyl-4-(2,2-dimethyl-propionyloxy)-1H-pyrrolo[2,3-c]pyridine-5-carboxylic acid ethyl ester (67 mg, 0.176 mmol), NCS (28 mg), BzOOBz (2.3 mg) in carbon tetrachloride (2 mL) was refluxed for 1 h; then cooled, solvent was removed and the residue was purified with column to give the desired product (67 mg). 1H NMR (200 MHz, CDCl3): δ (ppm)=8.63 (s, 1H), 7.4-7.2 (m, 6H), 5.35 (s, 2H), 4.41 (q, J=7.1 Hz), 1.46 (s, 9H), 1.41 (t, 3H, J=7.1 Hz). Reactants: ClCC1=CC(NC(N1)=O)=O (6-(chloromethyl)pyrimidine-2,4(1H,3H)-dione), FC(CO)(F)F (2,2,2-trifluoroethanol), C([O-])([O-])=O.[Cs+].[Cs+] (cesium carbonate). The solvent is CN(C=O)C (dimethylformamide). Conditions: temperature 100 celsius. Yields the product FC(COCC1=CC(NC(N1)=O)=O)(F)F (6-((2,2,2-Trifluoroethoxy)methyl)pyrimidine-2,4(1H,3H)-dione). As a reaction SMILES: Cl[CH2:2][C:3]1[NH:8][C:7](=[O:9])[NH:6][C:5](=[O:10])[CH:4]=1.[F:11][C:12]([F:16])([F:15])[CH2:13][OH:14].C(=O)([O-])[O-].[Cs+].[Cs+]>CN(C)C=O>[F:11][C:12]([F:16])([F:15])[CH2:13][O:14][CH2:2][C:3]1[NH:8][C:7](=[O:9])[NH:6][C:5](=[O:10])[CH:4]=1 |f:2.3.4|. Procedure details: A mixture of 6-(chloromethyl)pyrimidine-2,4(1H,3H)-dione (1 g, 6.23 mmol), 2,2,2-trifluoroethanol (2.235 mL, 31.14 mmol) and cesium carbonate (6.09 g, 18.68 mmol) in dimethylformamide (10 mL) was heated in a microwave oven at 100° C. for 30 min. The mixture was filtered and the volatiles were removed in vacuum. The residue was treated with diluted HCl (pH 4.5) and cooled to 0° C. The resulting crystals were collected by filtration and dried in vacuum cabinet to yield the title compound, 0.92 g (... Reactants: C(C)(C)(C)C1C(C2=CC=CC(=C2C1)Br)=O (2-tert-butyl-4-bromo-1-indanone), Cl (hydrochloric acid), [BH4-].[Na+] (sodium borohydride). Solvent: CO (methanol), O1CCCC1 (tetrahydrofuran). The product is C(C)(C)(C)C1C(C2=CC=CC(=C2C1)Br)O (2-tert-butyl-4-bromo-1-indanol). Reaction SMILES: [C:1]([CH:5]1[CH2:13][C:12]2[C:7](=[CH:8][CH:9]=[CH:10][C:11]=2[Br:14])[C:6]1=[O:15])([CH3:4])([CH3:3])[CH3:2].[BH4-].[Na+].Cl>CO.O1CCCC1>[C:1]([CH:5]1[CH2:13][C:12]2[C:7](=[CH:8][CH:9]=[CH:10][C:11]=2[Br:14])[CH:6]1[OH:15])([CH3:4])([CH3:2])[CH3:3] |f:1.2|. Procedure details: To a solution of 2-tert-butyl-4-bromo-1-indanone in a mixture of methanol (100 ml) and tetrahydrofuran (200 ml) was added sodium borohydride (1.58 g) at room temperature. After stirring at the same temperature, the reaction mixture was poured into dilute hydrochloric acid, and the aqueous layer was saturated with saline and extracted with ether. The organic layer was saturated with a saturated aqueous saline solution, dried over magnesium sulfate, and the solvent was removed by distillation unde... Reaction SMILES: Cl[CH2:2][C:3]1[C:8]([CH3:9])=[C:7]([N+:10]([O-:12])=[O:11])[CH:6]=[CH:5][N:4]=1.[SH:13][C:14]1[NH:18][C:17]2[CH:19]=[C:20]3[C:24](=[CH:25][C:16]=2[N:15]=1)[C:23]([CH3:27])([CH3:26])[C:22](=[O:28])[C:21]3([CH3:30])[CH3:29].C(=O)([O-])[O-].[K+].[K+]>CC(C)=O>[CH3:29][C:21]1([CH3:30])[C:20]2[C:24](=[CH:25][C:16]3[NH:15][C:14]([S:13][CH2:2][C:3]4[C:8]([CH3:9])=[C:7]([N+:10]([O-:12])=[O:11])[CH:6]=[CH:5][N:4]=4)=[N:18][C:17]=3[CH:19]=2)[C:23]([CH3:27])([CH3:26])[C:22]1=[O:28] |f:2.3.4|. The reactants are ClCC1=NC=CC(=C1C)[N+](=O)[O-] (2-chloromethyl-3 -methyl-4-nitropyridine), C([O-])([O-])=O.[K+].[K+] (potassium carbonate), SC1=NC2=C(N1)C=C1C(C(C(C1=C2)(C)C)=O)(C)C (5,7-dihydro-2-mercapto-5,5,7,7-tetramethylindeno[5,6-d]-imidazol-6(1H)-one). Yields the product CC1(C(C(C2=CC=3NC(=NC3C=C12)SCC1=NC=CC(=C1C)[N+](=O)[O-])(C)C)=O)C (5,7-dihydro-5,5,7,7-tetramethyl-2 -[[(3-methyl-4-nitro-2 -pyridyl)methyl]thio]indeno[5,6-d]imidazol-6(1H)-one). Procedure: A solution of 11,5 g (0.062 mol) of 2-chloromethyl-3 -methyl-4-nitropyridine and 16 g (0.06 mol) of 5,7-dihydro-2-mercapto-5,5,7,7-tetramethylindeno[5,6-d]-imidazol-6(1H)-one in 200 ml of abs. acetone is treated with 13 g of finely ground potassium carbonate and the mixture is stirred at room temperature under argon for 18 hours, 100 ml of acetone are distilled off in vacuo, whereupon the residue is poured on to ice. The product which crystallizes out is filtered off and dissolved in methylene c... Reaction conditions: time 18 hour. Run in CC(=O)C (acetone). Starting materials: C(CCCC)(OC)(OC)OC (Trimethyl orthovalerate), CS(=O)(=O)CCOCCNC1=C(C=NC2=CC=CC=C12)N (N4-{2-[2-(methylsulfonyl)ethoxy]ethyl}quinoline-3,4-diamine), Cl.N1=CC=CC=C1 (Pyridine hydrochloride). Solvent: C(C)#N (acetonitrile). Reaction conditions: time 15 minute. The product is C(CCC)C=1N(C2=C(C=NC=3C=CC=CC23)N1)CCOCCS(=O)(=O)C (2-butyl-1-{2-[2-(methylsulfonyl)ethoxy]ethyl}-1H-imidazo[4,5-c]quinoline). Yield: 100.8%. Reaction SMILES: [C:1](OC)(OC)(OC)[CH2:2][CH2:3][CH2:4][CH3:5].[CH3:12][S:13]([CH2:16][CH2:17][O:18][CH2:19][CH2:20][NH:21][C:22]1[C:31]2[C:26](=[CH:27][CH:28]=[CH:29][CH:30]=2)[N:25]=[CH:24][C:23]=1[NH2:32])(=[O:15])=[O:14].Cl.N1C=CC=CC=1>C(#N)C>[CH2:2]([C:1]1[N:21]([CH2:20][CH2:19][O:18][CH2:17][CH2:16][S:13]([CH3:12])(=[O:15])=[O:14])[C:22]2[C:31]3[CH:30]=[CH:29][CH:28]=[CH:27][C:26]=3[N:25]=[CH:24][C:23]=2[N:32]=1)[CH2:3][CH2:4][CH3:5] |f:2.3|. Procedure: Trimethyl orthovalerate (1.3 g, 8.1 mmol) was added to a solution of N4-{2-[2-(methylsulfonyl)ethoxy]ethyl}quinoline-3,4-diamine (˜2.3 g, ˜7.4 mmol) in acetonitrile (37 mL). Pyridine hydrochloride (˜100 mg) was added and the reaction mixture was heated to reflux with the volatiles being collected in a Dean Stark trap. After 15 minutes analysis by TLC indicated that the starting material was consumed. The reaction mixture was cooled and then concentrated under reduced pressure to provide ˜2.8 g o... The reactants are FC=1C=C(C[C@@H]2NC(O[C@@H]2[C@@H]2N(C[C@@H](C2)OCC=C)C(=O)OC(C)(C)C)=O)C=C(C1)F ((2R,4R)-tert-butyl 2-((4S,5 S)-4-(3,5-difluorobenzyl)-2-oxooxazolidin-5-yl)-4-(allyloxy)pyrrolidine-1-carboxylate), FC=1C=C(C[C@@H]2NC(O[C@@H]2[C@@H]2N(CCOC2)C(C2=CC=CC=C2)C2=CC=CC=C2)=O)C=C(C1)F ((4S,5S)-4-(3,5-Difluorobenzyl)-5-((R)-4-benzhydrylmorpholin-3-yl)oxazolidin-2-one), FC=1C=C(C[C@H](C(=O)O)[C@H](O)[C@@H]2N(C[C@@H](C2)OCC=C)C(=O)OC(C)(C)C)C=C(C1)F ((2S,3 S)-2-(3,5-difluorobenzyl)-3-((2R,4R)-4-(allyloxy)-1-(tert-butoxycarbonyl)pyrrolidin-2-yl)-3-hydroxypropanoic acid), C([O-])([O-])=O.[K+].[K+] (potassium carbonate), BrC(C1=CC=CC=C1)C1=CC=CC=C1 (bromodiphenylmethane). RXN SMILES: FC1C=C(C=C(F)C=1)C[C@H]1[C@@H]([C@H]2C[C@@H](OCC=C)CN2C(OC(C)(C)C)=O)OC(=O)N1.[F:32][C:33]1[CH:34]=[C:35]([CH:62]=[C:63]([F:65])[CH:64]=1)[CH2:36][C@H:37]1[C@@H:41]([C@H:42]2[CH2:47][O:46][CH2:45][CH2:44][N:43]2[CH:48]([C:55]2[CH:60]=[CH:59][CH:58]=[CH:57][CH:56]=2)[C:49]2[CH:54]=[CH:53][CH:52]=[CH:51][CH:50]=2)[O:40][C:39](=[O:61])[NH:38]1.FC1C=C(C=C(F)C=1)C[C@@H]([C@@H]([C@H]1C[C@@H](OCC=C)CN1C(OC(C)(C)C)=O)O)C(O)=O.C(=O)([O-])[O-].[K+].[K+].BrC(C1C=CC=CC=1)C1C=CC=CC=1>C(#N)C>[F:32][C:33]1[CH:34]=[C:35]([CH:62]=[C:63]([F:65])[CH:64]=1)[CH2:36][C@H:37]1[C@@H:41]([C@H:42]2[CH2:47][C@H:45]([OH:46])[CH2:44][N:43]2[CH:48]([C:49]2[CH:54]=[CH:53][CH:52]=[CH:51][CH:50]=2)[C:55]2[CH:60]=[CH:59][CH:58]=[CH:57][CH:56]=2)[O:40][C:39](=[O:61])[NH:38]1 |f:3.4.5|. Procedure details: Step D (7): (4S,5S)-4-(3,5-Difluorobenzyl)-5-((R)-4-benzhydrylmorpholin-3-yl)oxazolidin-2-one. To a solution of (4S,5S)-4-(3,5-difluorobenzyl)-5-(morpholin-3-yl)oxazolidin-2-one (step D (6), 180 mg, 0.6 mmol) in acetonitrile (5 mL) were added potassium carbonate (248 mg, 1.8 mmol) and bromodiphenylmethane (296 mg, 1.2 mmol). This mixture was stirred at 100° C. for 1.5 h. Solvent was removed and the crude mixture was purified by silica gel Flash Chromatography (0% to 20% to 40% to 65% EtOAc/Hexan... Reaction conditions: temperature 100 celsius, time 1.5 hour. Isolated yield 29.0%. The product is FC=1C=C(C[C@@H]2NC(O[C@@H]2[C@@H]2N(C[C@H](C2)O)C(C2=CC=CC=C2)C2=CC=CC=C2)=O)C=C(C1)F ((4S,5S)-4-(3,5-difluorobenzyl)-5-((2R,4S)-1-benzhydryl-4-hydroxypyrrolidin-2-yl)oxazolidin-2-one). Solvent: C(C)#N (acetonitrile). The reactants are Cl.[N+](=O)([O-])C1=CC=C(CN)C=C1 (4-Nitrobenzylamine hydrochloride), C(O)([O-])=O.[Na+] (sodium hydrogencarbonate), C(C(=C)C)(=O)Cl (Methacryloyl chloride). The solvent is O (water), C(C)(=O)OCC (ethyl acetate). Product: [N+](=O)([O-])C1=CC=C(CNC(C(=C)C)=O)C=C1 (N-(4-Nitrobenzyl)methacrylamide). As a reaction SMILES: Cl.[N+:2]([C:5]1[CH:12]=[CH:11][C:8]([CH2:9][NH2:10])=[CH:7][CH:6]=1)([O-:4])=[O:3].C(=O)([O-])O.[Na+].[C:18](Cl)(=[O:22])[C:19]([CH3:21])=[CH2:20]>O.C(OCC)(=O)C>[N+:2]([C:5]1[CH:6]=[CH:7][C:8]([CH2:9][NH:10][C:18](=[O:22])[C:19]([CH3:21])=[CH2:20])=[CH:11][CH:12]=1)([O-:4])=[O:3] |f:0.1,2.3|. Reported procedure: 4-Nitrobenzylamine hydrochloride (1.51 g) and sodium hydrogencarbonate (4.13 g) were dissolved in water (25 mL), to which ethyl acetate (25 mL) was added, followed by being stirred in an ice bath. Methacryloyl chloride (1.26 g) was added dropwise thereto. After stirring for 10 minutes, the mixture was extracted with ethyl acetate. After washing with water and brine, the organic layer was dried over anhydrous sodium sulfate and evaporated. After that, the recrystallization was performed by using ... Run in C(Cl)Cl (methylene chloride). Yields the product C1(=CC=CC=C1)S[C@H]1[C@@H](CCCC1)SCC(=O)O (trans-[[2-(phenylthio)cyclohexyl]thio]acetic acid). Reactants: SCC(=O)O (Mercaptoacetic acid), C1(=CC=CC=C1)S[C@H]1[C@@H](CCCC1)O (trans-2-(phenylthio)cyclohexanol), FC(C(=O)O)(F)F (trifluoracetic acid). Reported procedure: Mercaptoacetic acid (0.44 g, 0.0048 mole) was added to a cold solution of the compound of Example 6 (1.0 g, 0.0048 mole) in methylene chloride (5 ml) containing trifluoracetic acid (3.5 ml). The reaction mixture was stirred at room temperature for 20 hours. The reaction mixture was concentrated to an oil with a rotary evaporator. The residue was dissolved in diethyl ether (50 ml), washed three times with 20 ml of 5% sodium bicarbonate, followed by in hydrochloric acid (10 ml) and water (20 ml), ... RXN SMILES: [SH:1][CH2:2][C:3]([OH:5])=[O:4].[C:6]1([S:12][C@@H:13]2[CH2:18][CH2:17][CH2:16][CH2:15][C@H:14]2O)[CH:11]=[CH:10][CH:9]=[CH:8][CH:7]=1.FC(F)(F)C(O)=O>C(Cl)Cl>[C:6]1([S:12][C@@H:13]2[CH2:18][CH2:17][CH2:16][CH2:15][C@H:14]2[S:1][CH2:2][C:3]([OH:5])=[O:4])[CH:11]=[CH:10][CH:9]=[CH:8][CH:7]=1. Reaction conditions: time 20 hour. Starting materials: CC(=O)[O-], CC(=O)[O-], ClCCl, [Cu+2], Cc1ccc(S(=O)(=O)n2cc(-c3nc(NC(C)C)ncc3C#N)c3cc(N)cnc32)cc1, OB(O)c1ccccc1, c1ccncc1. Yields the product Cc1ccc(S(=O)(=O)n2cc(-c3nc(NC(C)C)ncc3C#N)c3cc(Nc4ccccc4)cnc32)cc1. As a reaction SMILES: [C:51]([O-:52])(=[O:53])[CH3:54].[C:56]([O-:57])(=[O:58])[CH3:59].[Cl:48][CH2:49][Cl:50].[Cu+2:55].[NH2:1][c:2]1[cH:3][c:4]2[c:5]([n:6][cH:7]1)[n:8]([S:23](=[O:24])(=[O:25])[c:26]1[cH:27][cH:28][c:29]([CH3:30])[cH:31][cH:32]1)[cH:9][c:10]2-[c:11]1[n:12][c:13]([NH:19][CH:20]([CH3:21])[CH3:22])[n:14][cH:15][c:16]1[C:17]#[N:18].[OH:33][B:34]([OH:35])[c:36]1[cH:37][cH:38][cH:39][cH:40][cH:41]1.[cH:42]1[cH:43][cH:44][n:45][cH:46][cH:47]1>>[NH:1]([c:2]1[cH:3][c:4]2[c:5]([n:6][cH:7]1)[n:8]([S:23](=[O:24])(=[O:25])[c:26]1[cH:27][cH:28][c:29]([CH3:30])[cH:31][cH:32]1)[cH:9][c:10]2-[c:11]1[n:12][c:13]([NH:19][CH:20]([CH3:21])[CH3:22])[n:14][cH:15][c:16]1[C:17]#[N:18])[c:36]1[cH:37][cH:38][cH:39][cH:40][cH:41]1.